From a dataset of the Open Reaction Database (ORD), a public repository of structured organic reaction records. describe an organic reaction: reactants, conditions, products, and yield Starting materials: N1C=NC(=C1)C1=CNC2=CC=CC=C12 (3-(1H-imidazole-4-yl)-1H-indole), C([O-])([O-])=O.[K+].[K+] (potassium carbonate), CN(C)C=O (DMF). Reaction conditions: time 1 hour. Product: N1C=C(C2=CC=CC=C12)C=1N=CN(C1)CCCCN1C(C2=CC=CC=C2C1=O)=O (2-[4-[4-(1H-indol-3-yl)1H-imidazol-1-yl]butyl]-1H-isoindole-1,3(2H)-dione). As a reaction SMILES: [NH:1]1[CH:5]=[C:4]([C:6]2[C:14]3[C:9](=[CH:10][CH:11]=[CH:12][CH:13]=3)[NH:8][CH:7]=2)[N:3]=[CH:2]1.[C:15](=[O:18])([O-])[O-].[K+].[K+].[CH3:21][N:22]([CH:24]=[O:25])C>>[NH:8]1[C:9]2[C:14](=[CH:13][CH:12]=[CH:11][CH:10]=2)[C:6]([C:4]2[N:3]=[CH:2][N:1]([CH2:5][CH2:4][CH2:6][CH2:21][N:22]3[C:24](=[O:25])[C:14]4[C:9](=[CH:10][CH:11]=[CH:12][CH:13]=4)[C:15]3=[O:18])[CH:5]=2)=[CH:7]1 |f:1.2.3|. Reported procedure: 7.9 g of product of Stage A, 50 ml of DMF and 11.93 g of potassium carbonate are agitated for 15 minutes at 110° C., dried in an oven under phosphoric anhydride. A solution of 15.83 g of N-(4-bromobutyl)phthalimide in 30 ml of DMF is added dropwise at ambient temperature. Agitation is carried out for one hour at 110° C. The reaction medium is poured into sodium acid phosphate, followed by evaporation under reduced pressure. 19.11 g of crude product is obtained which is purified on silica eluting... Reactants: 1L, [NH4+].[Cl-] (NH4Cl), BrC1=C(C=CC(=C1)F)O (2-bromo-4-fluorophenol), BrC=1C=C(C(=NC1)C#N)[N+](=O)[O-] (5-Bromo-3-nitropicolinonitrile), [H-].[Na+] (NaH). The solvent is O (water), CN(C)C=O (DMF). Reaction conditions: temperature 0 celsius, time 15 minute. Yields the product BrC=1C=C(C(=NC1)C#N)OC1=C(C=C(C=C1)F)Br (5-bromo-3-(2-bromo-4-fluorophenoxy)picolinonitrile). The yield is 96.2%. Reaction SMILES: [Br:1][C:2]1[CH:7]=[C:6]([F:8])[CH:5]=[CH:4][C:3]=1[OH:9].[H-].[Na+].[Br:12][C:13]1[CH:14]=[C:15]([N+]([O-])=O)[C:16]([C:19]#[N:20])=[N:17][CH:18]=1.[NH4+].[Cl-]>O.CN(C=O)C>[Br:12][C:13]1[CH:14]=[C:15]([O:9][C:3]2[CH:4]=[CH:5][C:6]([F:8])=[CH:7][C:2]=2[Br:1])[C:16]([C:19]#[N:20])=[N:17][CH:18]=1 |f:1.2,4.5|. Procedure details: A 1 L flask was charged with 2-bromo-4-fluorophenol (20.5 g, 107 mmol) and DMF (500 mL). The reaction was cooled to 0° C. and NaH (2.84 g, 118 mmol) was added slowly and stirred for 15 minutes. 5-Bromo-3-nitropicolinonitrile (24.5 g, 107 mmol) was added and reaction stirred at 0° C. for 20 minutes. Saturated NH4Cl (300 mL) was added and poured into 1L water and stirred. The resultant solids were filtered and dried in a vacuum oven overnight to afford 5-bromo-3-(2-bromo-4-fluorophenoxy)picolinoni... The reactants are C1CCOC1, COC(=O)c1cccc2[nH]c(C(Cl)(Cl)Cl)nc12, ClCCl, Nc1ccc(N2CCOCC2=O)cc1, [Na+], O=C([O-])O, O. Product: COC(=O)c1cccc2[nH]c(C(=O)Nc3ccc(N4CCOCC4=O)cc3)nc12. As a reaction SMILES: [CH2:38]1[O:39][CH2:40][CH2:41][CH2:42]1.[CH3:1][O:2][C:3](=[O:4])[c:5]1[cH:6][cH:7][cH:8][c:9]2[nH:10][c:11]([C:14]([Cl:15])([Cl:16])[Cl:17])[n:12][c:13]12.[Cl:43][CH2:44][Cl:45].[NH2:18][c:19]1[cH:20][cH:21][c:22]([N:25]2[C:26](=[O:31])[CH2:27][O:28][CH2:29][CH2:30]2)[cH:23][cH:24]1.[Na+:36].[O-:32][C:33]([OH:34])=[O:35].[OH2:37]>>[CH3:1][O:2][C:3](=[O:4])[c:5]1[cH:6][cH:7][cH:8][c:9]2[nH:10][c:11]([C:14]([NH:18][c:19]3[cH:20][cH:21][c:22]([N:25]4[C:26](=[O:31])[CH2:27][O:28][CH2:29][CH2:30]4)[cH:23][cH:24]3)=[O:32])[n:12][c:13]12. Reactants: CN(C(OCC1=CC=CC=C1)=O)C1CCNCC1 (Benzyl methyl(piperidin-4-yl)carbamate), BrC1=CC(=NC=C1)N(C)C (4-bromo-N,N-dimethylpyridin-2-amine), C(C)(C)(C)O[Na] (t-BuONa). Reagents/catalysts: C=1C=CC(=CC1)/C=C/C(=O)/C=C/C2=CC=CC=C2.C=1C=CC(=CC1)/C=C/C(=O)/C=C/C2=CC=CC=C2.C=1C=CC(=CC1)/C=C/C(=O)/C=C/C2=CC=CC=C2.[Pd].[Pd] (Pd2(dba)3). Solvent: C1(=CC=CC=C1)C (toluene). Run at temperature 80 celsius. Product: CN(C1=NC=CC(=C1)N1CCC(CC1)N(C(OCC1=CC=CC=C1)=O)C)C (Benzyl 1-(2-(dimethylamino)pyridin-4-yl)piperidin-4-yl(methyl)carbamate). The yield is 63.0%. As a reaction SMILES: [CH3:1][N:2]([CH:13]1[CH2:18][CH2:17][NH:16][CH2:15][CH2:14]1)[C:3](=[O:12])[O:4][CH2:5][C:6]1[CH:11]=[CH:10][CH:9]=[CH:8][CH:7]=1.Br[C:20]1[CH:25]=[CH:24][N:23]=[C:22]([N:26]([CH3:28])[CH3:27])[CH:21]=1.C(O[Na])(C)(C)C>C1(C)C=CC=CC=1.C1C=CC(/C=C/C(/C=C/C2C=CC=CC=2)=O)=CC=1.C1C=CC(/C=C/C(/C=C/C2C=CC=CC=2)=O)=CC=1.C1C=CC(/C=C/C(/C=C/C2C=CC=CC=2)=O)=CC=1.[Pd].[Pd]>[CH3:27][N:26]([CH3:28])[C:22]1[CH:21]=[C:20]([N:16]2[CH2:15][CH2:14][CH:13]([N:2]([CH3:1])[C:3](=[O:12])[O:4][CH2:5][C:6]3[CH:11]=[CH:10][CH:9]=[CH:8][CH:7]=3)[CH2:18][CH2:17]2)[CH:25]=[CH:24][N:23]=1 |f:4.5.6.7.8|. Procedure: Benzyl methyl(piperidin-4-yl)carbamate (0.862 mmol, 1.0 eq.), 4-bromo-N,N-dimethylpyridin-2-amine (173 mg, 0.862 mmol, 1.0 eq.) and t-BuONa (193 mg, 1.72 mmol, 2.0 eq.) were taken up in toluene (10 ml) and degassed with N2. BI NAP (26 mg, 0.043 mmol, 0.05 eq.) and Pd2(dba)3 (39 mg, 0.043 mmol, 0.05 eq.) were then added and the mixture was heated for 16 hours at 80° C. After monitoring by TLC, the reaction mixture was filtered over Celite and the filtrate was concentrated under reduced pressure a... Starting materials: C(C1=CC=CC=C1)(=O)NC=1C=C(C(=O)O)C=CN1 (2-benzamidoisonicotinic acid), NCC(C)N (1,2-diaminopropane), P(=O)(Cl)(Cl)Cl (phosphorus oxychloride). The solvent is O1CCOCC1 (1,4-dioxane). The product is CC1N=C(NC1)C1=CC(=NC=C1)NC(C1=CC=CC=C1)=O (N-(4-(4-methyl-4,5-dihydro-1H-imidazol-2-yl)pyridin-2-yl)benzamide). The yield is 29.4%. RXN SMILES: [C:1]([NH:9][C:10]1[CH:11]=[C:12]([CH:16]=[CH:17][N:18]=1)[C:13](O)=O)(=[O:8])[C:2]1[CH:7]=[CH:6][CH:5]=[CH:4][CH:3]=1.[NH2:19][CH2:20][CH:21]([NH2:23])[CH3:22].P(Cl)(Cl)(Cl)=O>O1CCOCC1>[CH3:22][CH:21]1[CH2:20][NH:19][C:13]([C:12]2[CH:16]=[CH:17][N:18]=[C:10]([NH:9][C:1](=[O:8])[C:2]3[CH:7]=[CH:6][CH:5]=[CH:4][CH:3]=3)[CH:11]=2)=[N:23]1. Procedure details: To a solution of 2-benzamidoisonicotinic acid (0.50 g, 2.06 mmol) and 1,2-diaminopropane (0.35 mL, 4.12 mmol) in 1,4-dioxane (20 mL) was added phosphorus oxychloride (0.94 mL, 10.30 mmol) dropwise at ambient temperature under nitrogen atmosphere. The resulting solution was refluxed for 15 hours, cooled to ambient temperature and concentrated in vacuo to dryness. The residue was diluted with saturated aqueous sodium bicarbonate solution (50 mL), extracted with dichloromethane (4×50 mL), dried ove...